Dataset: the Open Reaction Database (ORD), a public repository of structured organic reaction records. Task: describe an organic reaction: reactants, conditions, products, and yield Reactants: COC=1C=C(C=CC1)C(CC1=CC=NC=C1)(O)C1=CC(=CC=C1)OC (alpha,alpha-bis(3-methoxyphenyl)-4-pyridine-ethanol), [H][H] (hydrogen). The reagents and catalysts are [Pt]=O (platinum oxide). The solvent is C(C)(=O)O (acetic acid). Yields the product COC=1C=C(C=CC1)C(CC1CCNCC1)(O)C1=CC(=CC=C1)OC (alpha,alpha-Bis(3-methoxyphenyl)-4-piperidineethanol). As a reaction SMILES: [CH3:1][O:2][C:3]1[CH:4]=[C:5]([C:9]([C:18]2[CH:23]=[CH:22][CH:21]=[C:20]([O:24][CH3:25])[CH:19]=2)([OH:17])[CH2:10][C:11]2[CH:16]=[CH:15][N:14]=[CH:13][CH:12]=2)[CH:6]=[CH:7][CH:8]=1.[H][H]>C(O)(=O)C.[Pt]=O>[CH3:25][O:24][C:20]1[CH:19]=[C:18]([C:9]([C:5]2[CH:6]=[CH:7][CH:8]=[C:3]([O:2][CH3:1])[CH:4]=2)([OH:17])[CH2:10][CH:11]2[CH2:12][CH2:13][NH:14][CH2:15][CH2:16]2)[CH:23]=[CH:22][CH:21]=1. Procedure: A solution of alpha,alpha-bis(3-methoxyphenyl)-4-pyridine-ethanol (63 g) in acetic acid (400 ml) was hydrogenated over platinum oxide (2 g; 100 p.s.i.; 50°). The reaction was stopped after the uptake of the theoretical amount of hydrogen (0.564 mol), then it was filtered to remove the catalyst and the solvent was evaporated under reduced pressure. After the residue was taken up in water (400 ml) and toluene (200 ml), the mixture was heated to reflux and then made basic with 10N sodium hydroxide.... Reactants: COC1=C(C=C(CN2CCC(CC2)NC2=NC=C(C(=O)N)C(=C2)C(F)(F)F)C=C1)OCCC (6-[1-(4-Methoxy-3-propoxy-benzyl)-piperidin-4-ylamino]-4-trifluoromethyl-nicotinamide), Cl.Cl.COC(C1=CN=C(C=C1C(F)(F)F)NC1CCNCC1)=O (6-(piperidin-4-ylamino)-4-trifluoromethyl-nicotinic acid methyl ester dihydrochloride), Cl.Cl.COC(C1=CN=C(C=C1C(F)(F)F)NC1CCNCC1)=O (6-(piperidin-4-ylamino)-4-trifluoromethyl-nicotinic acid methyl ester dihydrochloride), C(C(C)C)OC=1C=C(C=O)C=CC1OC (3-isobutoxy-4-methoxy-benzaldehyde). Product: C(C(C)C)OC=1C=C(CN2CCC(CC2)NC2=NC=C(C(=O)N)C(=C2)C(F)(F)F)C=CC1OC (6-[1-(3-Isobutoxy-4-methoxy-benzyl)-piperidin-4-ylamino]-4-trifluoromethyl-nicotinamide). RXN SMILES: [CH3:1][O:2][C:3]1[CH:29]=[CH:28][C:6]([CH2:7][N:8]2[CH2:13][CH2:12][CH:11]([NH:14][C:15]3[CH:23]=[C:22]([C:24]([F:27])([F:26])[F:25])[C:18]([C:19]([NH2:21])=[O:20])=[CH:17][N:16]=3)[CH2:10][CH2:9]2)=[CH:5][C:4]=1[O:30][CH2:31][CH2:32][CH3:33].Cl.Cl.[CH3:36]OC(=O)C1C(C(F)(F)F)=CC(NC2CCNCC2)=NC=1.C(OC1C=C(C=CC=1OC)C=O)C(C)C>>[CH2:31]([O:30][C:4]1[CH:5]=[C:6]([CH:28]=[CH:29][C:3]=1[O:2][CH3:1])[CH2:7][N:8]1[CH2:9][CH2:10][CH:11]([NH:14][C:15]2[CH:23]=[C:22]([C:24]([F:27])([F:26])[F:25])[C:18]([C:19]([NH2:21])=[O:20])=[CH:17][N:16]=2)[CH2:12][CH2:13]1)[CH:32]([CH3:36])[CH3:33] |f:1.2.3|. Procedure details: The title compound was prepared in analogy to the synthesis of 6-[1-(4-methoxy-3-propoxy-benzyl)-piperidin-4-ylamino]-4-trifluoromethyl-nicotinamide (example 197) from 6-(piperidin-4-ylamino)-4-trifluoromethyl-nicotinic acid methyl ester dihydrochloride (intermediate B7) and 3-isobutoxy-4-methoxy-benzaldehyde (intermediate E12) in a yield of 15.1 mg (21%). MS (ISP): 482.4 [M+H]+. The reactants are FC1=CC=C(CN2N=CN(C2=O)C2=CC(=C(S2)C(=O)O)C)C=C1 (5-(1-(4-fluorobenzyl)-5-oxo-1H-1,2,4-triazol-4(5H)-yl)-3-methylthiophene-2-carboxylic acid), C(C1=CC=CC=C1)N1N=CN(C1=O)C1=CC(=C(S1)C(=O)O)C (5-(1-benzyl-5-oxo-1H-1,2,4-triazol-4(5H)-yl)-3-methylthiophene-2-carboxylic acid), NCC=1C=NC=CC1 (3-(aminomethyl)pyridine). The product is C(C1=CC=CC=C1)N1N=CN(C1=O)C1=CC(=C(S1)C(=O)NCC=1C=NC=CC1)C (5-(1-benzyl-5-oxo-1H-1,2,4-triazol-4(5H)-yl)-3-methyl-N-(pyridin-3-ylmethyl)thiophene-2-carboxamide). Yield: 89.0%. As a reaction SMILES: F[C:2]1[CH:23]=[CH:22][C:5]([CH2:6][N:7]2[C:11](=[O:12])[N:10]([C:13]3[S:17][C:16]([C:18]([OH:20])=O)=[C:15]([CH3:21])[CH:14]=3)[CH:9]=[N:8]2)=[CH:4][CH:3]=1.C(N1C(=O)N(C2SC(C(O)=O)=C(C)C=2)C=N1)C1C=CC=CC=1.[NH2:46][CH2:47][C:48]1[CH:49]=[N:50][CH:51]=[CH:52][CH:53]=1>>[CH2:6]([N:7]1[C:11](=[O:12])[N:10]([C:13]2[S:17][C:16]([C:18]([NH:46][CH2:47][C:48]3[CH:49]=[N:50][CH:51]=[CH:52][CH:53]=3)=[O:20])=[C:15]([CH3:21])[CH:14]=2)[CH:9]=[N:8]1)[C:5]1[CH:4]=[CH:3][CH:2]=[CH:23][CH:22]=1. Procedure details: Following the procedure as described in Example 31, making variations as required to replace 5-(1-(4-fluorobenzyl)-5-oxo-1H-1,2,4-triazol-4(5H)-yl)-3-methylthiophene-2-carboxylic acid with 5-(1-benzyl-5-oxo-1H-1,2,4-triazol-4(5H)-yl)-3-methylthiophene-2-carboxylic acid to react with 3-(aminomethyl)pyridine, the title compound was obtained as a colorless solid in 89% yield: mp 180-181° C.; 1H NMR (300 MHz, CDCl3) δ 8.61 (s, 1H), 8.54 (s, 1H), 7.73 (s, 1H), 7.71 (d, J=8.1 Hz, 1H), 7.43-7.25 (m, 6H... Reactants: C(C)(=O)N1C(C(CC1)=CC1=CC(=C(C(=C1)C(C)C)O)C(C)C)=O (1-acetyl-3-(3,5-di-isopropyl-4-hydroxybenzylidene)pyrrolidin-2-one), [OH-].[Na+] (sodium hydroxide), Cl (hydrochloric acid), ice water. Solvent: CO (methanol), C1CCOC1 (THF). Run at time 3 hour. Product: C(C)(C)C=1C=C(C=C2C(NCC2)=O)C=C(C1O)C(C)C (3-(3,5-di-Isopropyl-4-hydroxybenzylidene)pyrrolidin-2-one). The yield is 100.0%. RXN SMILES: C([N:4]1[CH2:8][CH2:7][C:6](=[CH:9][C:10]2[CH:15]=[C:14]([CH:16]([CH3:18])[CH3:17])[C:13]([OH:19])=[C:12]([CH:20]([CH3:22])[CH3:21])[CH:11]=2)[C:5]1=[O:23])(=O)C.[OH-].[Na+].Cl>CO.C1COCC1>[CH:16]([C:14]1[CH:15]=[C:10]([CH:11]=[C:12]([CH:20]([CH3:22])[CH3:21])[C:13]=1[OH:19])[CH:9]=[C:6]1[CH2:7][CH2:8][NH:4][C:5]1=[O:23])([CH3:18])[CH3:17] |f:1.2|. Procedure details: To a solution of 810 mg (2.57 mmol) of the thus obtained 1-acetyl-3-(3,5-di-isopropyl-4-hydroxybenzylidene)pyrrolidin-2-one in 5 ml of methanol and 10 ml of THF was added 2 ml of 1N aq. sodium hydroxide at room temperature and the mixture was stirred for 3 hours. The reaction mixture was poured into ice-water containing ethyl acecate and 3 ml of 1N hydrochloric acid. The ethyl acetate layer was washed with water and saturated brine, dried over magnesium sulfate and evaporated under reduced press... Reactants: [Na].N1C(=S)NC(=O)CC1=O (Sodium 2-thiobarbiturate), Cl (hydrochloric acid), CCCBr (n-propyl bromide), [OH-].[Na+] (sodium hydroxide). Solvent: CO (methanol), O (water), O (water). Run at temperature 27.5 celsius. Product: C(CC)SC1=NC(=CC(=N1)O)O (2-propylthio-pyrimidine-4,6-diol). Yield: 76.6%. As a reaction SMILES: [Na].[NH:2]1[C:9](=[O:10])[CH2:8][C:6](=[O:7])[NH:5][C:3]1=[S:4].[CH3:11][CH2:12][CH2:13]Br.[OH-].[Na+].Cl>O.CO>[CH2:11]([S:4][C:3]1[N:5]=[C:6]([OH:7])[CH:8]=[C:9]([OH:10])[N:2]=1)[CH2:12][CH3:13] |f:0.1,3.4,^1:0|. Reported procedure: Sodium-2-thiobarbiturate (500 g) was added to the mixture of water (1500 ml) and methanol (1000 ml) under stirring, followed by the addition of an n-propyl bromide (407.3 g) at 25-30° C. The resulting mass was stirred for 15 minutes at 25-30° C., followed by the addition of an aqueous sodium hydroxide solution (132.44 g in 1500 ml of water) over a period of 6 to 7 hours, while maintaining the temperature between 25-30° C. The resulting reaction mixture was stirred for 22 hours at 25-30° C. After... Reactants: C(C(=O)Cl)(=O)Cl (oxalyl chloride), COC=1C=C(C=CC1OC)S[C@@H]([C@@H](C(=O)O)C)CCCCC1=CC=CC=C1 ((2R,3R)-3-(3,4-Dimethoxyphenylsulfanyl)-2-methyl-7-phenylheptanoic acid), C[Si](ON)(C)C (O-trimethylsilylhydroxylamine). Run in C(Cl)Cl (CH2Cl2), C(Cl)Cl (CH2Cl2). Reaction conditions: temperature 0 celsius, time 2 hour. Yields the product ONC([C@H]([C@@H](CCCCC1=CC=CC=C1)SC1=CC(=C(C=C1)OC)OC)C)=O ((+)-(2R,3R)-3-(3,4-Dimethoxyphenylsulfanyl)-2-methyl-7-phenylheptanoic acid hydroxyamide). Isolated yield 78.7%. As a reaction SMILES: [CH3:1][O:2][C:3]1[CH:4]=[C:5]([S:11][C@H:12]([CH2:18][CH2:19][CH2:20][CH2:21][C:22]2[CH:27]=[CH:26][CH:25]=[CH:24][CH:23]=2)[C@H:13]([CH3:17])[C:14](O)=[O:15])[CH:6]=[CH:7][C:8]=1[O:9][CH3:10].C(Cl)(=O)C(Cl)=O.C[Si](C)(C)[O:36][NH2:37]>C(Cl)Cl>[OH:36][NH:37][C:14](=[O:15])[C@@H:13]([CH3:17])[C@H:12]([S:11][C:5]1[CH:6]=[CH:7][C:8]([O:9][CH3:10])=[C:3]([O:2][CH3:1])[CH:4]=1)[CH2:18][CH2:19][CH2:20][CH2:21][C:22]1[CH:27]=[CH:26][CH:25]=[CH:24][CH:23]=1. Reported procedure: (2R,3R)-3-(3,4-Dimethoxyphenylsulfanyl)-2-methyl-7-phenylheptanoic acid (0.33 g, 0.85 mmol) is dissolved in CH2Cl2 (4 mL) and cooled to 0° C. and to this is added 2 M oxalyl chloride in CH2Cl2 (1.3 mL, 2.6 mmol) over 3 minutes. After 10 minutes the ice bath is removed and the reaction is stirred at room temperature for 2 hours. The reaction is concentrated in vacuo and azeotroped with chloroform twice. The residue is dissolved in CH2Cl2 (4 mL), cooled in ice and O-trimethylsilylhydroxylamine (0.... RXN SMILES: [CH2:1]([c:2]1[cH:3][cH:4][cH:5][cH:6][cH:7]1)[N:8]([C:9](=[O:10])[CH:11]1[CH2:12][CH2:13][c:14]2[n:15]([CH2:24][C:25](=[O:26])[O:27][CH2:28][CH3:29])[c:16]3[cH:17][cH:18][cH:19][cH:20][c:21]3[c:22]2[CH2:23]1)[CH2:30][c:31]1[cH:32][cH:33][cH:34][cH:35][cH:36]1.[CH2:39]1[O:40][CH2:41][CH2:42][CH2:43]1.[Na+:38].[OH-:37]>>[CH2:1]([c:2]1[cH:3][cH:4][cH:5][cH:6][cH:7]1)[N:8]([C:9](=[O:10])[CH:11]1[CH2:12][CH2:13][c:14]2[n:15]([CH2:24][C:25](=[O:26])[OH:27])[c:16]3[cH:17][cH:18][cH:19][cH:20][c:21]3[c:22]2[CH2:23]1)[CH2:30][c:31]1[cH:32][cH:33][cH:34][cH:35][cH:36]1. Product: O=C(O)Cn1c2c(c3ccccc31)CC(C(=O)N(Cc1ccccc1)Cc1ccccc1)CC2. Reactants: CCOC(=O)Cn1c2c(c3ccccc31)CC(C(=O)N(Cc1ccccc1)Cc1ccccc1)CC2, C1CCOC1, [Na+], [OH-].